Task: describe an organic reaction: reactants, conditions, products, and yield. Dataset: the Open Reaction Database (ORD), a public repository of structured organic reaction records Reactants: Cl, Cl, CCOC(=O)CC1CCN(Cc2ccccc2)CC1. Yields the product Cl, O=C(O)CC1CCN(Cc2ccccc2)CC1. As a reaction SMILES: [ClH:1].[ClH:21].[c:2]1([CH2:8][N:9]2[CH2:10][CH2:11][CH:12]([CH2:15][C:16](=[O:17])[O:18][CH2:19][CH3:20])[CH2:13][CH2:14]2)[cH:3][cH:4][cH:5][cH:6][cH:7]1>>[ClH:1].[c:2]1([CH2:8][N:9]2[CH2:10][CH2:11][CH:12]([CH2:15][C:16](=[O:17])[OH:18])[CH2:13][CH2:14]2)[cH:3][cH:4][cH:5][cH:6][cH:7]1. Starting materials: O=C([O-])O, CCCO, Cl, [Na+], O=C(Nc1cc2ccc(O)cc2oc1=O)c1ccccc1. Product: Nc1cc2ccc(O)cc2oc1=O. RXN SMILES: [C:23](=[O:24])([O-:25])[OH:26].[CH2:28]([OH:29])[CH2:30][CH3:31].[ClH:22].[Na+:27].[OH:1][c:2]1[cH:3][c:4]2[c:5]([cH:6][c:7]([NH:11][C:12](=[O:13])[c:14]3[cH:15][cH:16][cH:17][cH:18][cH:19]3)[c:8](=[O:10])[o:9]2)[cH:20][cH:21]1>>[OH:1][c:2]1[cH:3][c:4]2[c:5]([cH:6][c:7]([NH2:11])[c:8](=[O:10])[o:9]2)[cH:20][cH:21]1. Reported procedure: A To a mixture of 2-chloro-4-(4-hydroxyphenyl)pyridine hydrobromide (593 m g) and potassium carbonate (1.66 g) in N,N-dimethylformamide (15 mL) heated at a temperature close to 65° C. is added (3S)-1-(3-methane-sulfonyloxypropyl)-3-methylpiperidine hydrochloride (625 mg). The mixture is heated at a temperature close to 65° C. for six hours, allowed to cool back to room temperature and filtered. The precipitate is washed with N,N-dimethylformamide and the organic phases are concentrated under red... The solvent is CN(C=O)C (N,N-dimethylformamide). Product: ClC1=NC=CC(=C1)C1=CC=C(C=C1)OCCCN1C[C@H](CCC1)C (2-chloro-4-(4-{3-[(3S)-3-methylpiperidin-1-yl]propoxy}phenyl)pyridine). Reaction SMILES: Br.[Cl:2][C:3]1[CH:8]=[C:7]([C:9]2[CH:14]=[CH:13][C:12]([OH:15])=[CH:11][CH:10]=2)[CH:6]=[CH:5][N:4]=1.C(=O)([O-])[O-].[K+].[K+].Cl.CS(O[CH2:28][CH2:29][CH2:30][N:31]1[CH2:36][CH2:35][CH2:34][C@H:33]([CH3:37])[CH2:32]1)(=O)=O>CN(C)C=O>[Cl:2][C:3]1[CH:8]=[C:7]([C:9]2[CH:10]=[CH:11][C:12]([O:15][CH2:28][CH2:29][CH2:30][N:31]3[CH2:36][CH2:35][CH2:34][C@H:33]([CH3:37])[CH2:32]3)=[CH:13][CH:14]=2)[CH:6]=[CH:5][N:4]=1 |f:0.1,2.3.4,5.6|. The reactants are Br.ClC1=NC=CC(=C1)C1=CC=C(C=C1)O (2-chloro-4-(4-hydroxyphenyl)pyridine hydrobromide), C([O-])([O-])=O.[K+].[K+] (potassium carbonate), Cl.CS(=O)(=O)OCCCN1C[C@H](CCC1)C ((3S)-1-(3-methane-sulfonyloxypropyl)-3-methylpiperidine hydrochloride).